From a dataset of the Open Reaction Database (ORD), a public repository of structured organic reaction records. describe an organic reaction: reactants, conditions, products, and yield Starting materials: [BH3-]C#N, CCOC1(O[Si](C)(C)C)CC1, CC(=O)O, [Na+], O, c1ccc2c(c1)CNCC2c1ccc2sccc2c1. Product: c1ccc2c(c1)CCNC2. As a reaction SMILES: [C:35]([BH3-:36])#[N:37].[CH2:20]([O:21][C:22]1([O:23][Si:24]([CH3:25])([CH3:26])[CH3:27])[CH2:28][CH2:29]1)[CH3:30].[CH3:31][C:32](=[O:33])[OH:34].[Na+:38].[OH2:39].[s:1]1[cH:2][cH:3][c:4]2[cH:5][c:6]([CH:10]3[CH2:11][NH:12][CH2:13][c:14]4[cH:15][cH:16][cH:17][cH:18][c:19]43)[cH:7][cH:8][c:9]12>>[CH2:10]1[CH2:11][NH:12][CH2:13][c:14]2[cH:15][cH:16][cH:17][cH:18][c:19]21. The reactants are N[C@H]1[C@@H]2N(C(=C(CS2)CSC2=NN=NN2C)C(=O)OC(C2=CC=CC=C2)C2=CC=CC=C2)C1=O (benzhydryl 7β-amino-3-[(1-methyl-1H-tetrazol-5-yl)thiomethyl]-3-cephem-4-carboxylate), ON1N=NC2=C1C=CC=C2 (1-hydroxybenzotriazole), C1(CCCCC1)N=C=NC1CCCCC1 (dicyclohexylcarbodiimide), C(C1=CC=CC=C1)(C1=CC=CC=C1)(C1=CC=CC=C1)NC=1SC=C(N1)/C(/C(=O)O)=N/OC1C(NCC1)=O ((Z)-2-(2-tritylaminothiazol-4-yl)-2-[(2-pyrrolidon-3-yl)oxyimino]acetic acid). The solvent is O1CCCC1 (tetrahydrofuran). Run at time 2 hour. Product: C(C1=CC=CC=C1)(C1=CC=CC=C1)(C1=CC=CC=C1)NC=1SC=C(N1)/C(/C(=O)N[C@H]1[C@@H]2N(C(=C(CS2)CSC2=NN=NN2C)C(=O)OC(C2=CC=CC=C2)C2=CC=CC=C2)C1=O)=N/OC1C(NCC1)=O (benzhydryl 7β-{(Z)-2-(2-tritylaminothiazol-4-yl)-2-[(2-pyrrolidon-3-yl)oxyimino]acetamido}-3-[(1-methyl-1H-tetrazol-5-yl)thiomethyl]- 3-cephem-4-carboxylate). Isolated yield 59.0%. RXN SMILES: [C:1]([NH:20][C:21]1[S:22][CH:23]=[C:24](/[C:26](=[N:30]/[O:31][CH:32]2[CH2:36][CH2:35][NH:34][C:33]2=[O:37])/[C:27](O)=[O:28])[N:25]=1)([C:14]1[CH:19]=[CH:18][CH:17]=[CH:16][CH:15]=1)([C:8]1[CH:13]=[CH:12][CH:11]=[CH:10][CH:9]=1)[C:2]1[CH:7]=[CH:6][CH:5]=[CH:4][CH:3]=1.[NH2:38][C@@H:39]1[C:70](=[O:71])[N:41]2[C:42]([C:54]([O:56][CH:57]([C:64]3[CH:69]=[CH:68][CH:67]=[CH:66][CH:65]=3)[C:58]3[CH:63]=[CH:62][CH:61]=[CH:60][CH:59]=3)=[O:55])=[C:43]([CH2:46][S:47][C:48]3[N:52]([CH3:53])[N:51]=[N:50][N:49]=3)[CH2:44][S:45][C@H:40]12.ON1C2C=CC=CC=2N=N1.C1(N=C=NC2CCCCC2)CCCCC1>O1CCCC1>[C:1]([NH:20][C:21]1[S:22][CH:23]=[C:24](/[C:26](=[N:30]/[O:31][CH:32]2[CH2:36][CH2:35][NH:34][C:33]2=[O:37])/[C:27]([NH:38][C@@H:39]2[C:70](=[O:71])[N:41]3[C:42]([C:54]([O:56][CH:57]([C:64]4[CH:65]=[CH:66][CH:67]=[CH:68][CH:69]=4)[C:58]4[CH:63]=[CH:62][CH:61]=[CH:60][CH:59]=4)=[O:55])=[C:43]([CH2:46][S:47][C:48]4[N:52]([CH3:53])[N:51]=[N:50][N:49]=4)[CH2:44][S:45][C@H:40]23)=[O:28])[N:25]=1)([C:2]1[CH:3]=[CH:4][CH:5]=[CH:6][CH:7]=1)([C:14]1[CH:19]=[CH:18][CH:17]=[CH:16][CH:15]=1)[C:8]1[CH:9]=[CH:10][CH:11]=[CH:12][CH:13]=1. Procedure details: 3.25 g of (Z)-2-(2-tritylaminothiazol-4-yl)-2-[(2-pyrrolidon-3-yl)oxyimino]acetic acid are dissolved in 200 ml of tetrahydrofuran, and 3.14 g of benzhydryl 7β-amino-3-[(1-methyl-1H-tetrazol-5-yl)thiomethyl]-3-cephem-4-carboxylate, 1.03 g of 1-hydroxybenzotriazole and 1.57 g of dicyclohexylcarbodiimide are added thereto. The mixture is stirred at room temperature for 2 hours. Insoluble materials are filtered off, and the filtrate is concentrated to dryness under reduced pressure. The residue is d... The solvent is O (water), C(C)O (ethanol), O (water), C(C)(=O)OCC (ethyl acetate). The reactants are C1(=CC=CC=C1)C (toluene), BrC1=CC(=C(C(=O)OC(C)(C)C)C=C1)[N+](=O)[O-] (tert-butyl 4-bromo-2-nitrobenzoate), C(OC(C)(C)C)(OC1=CC(=CC=C1)B1OC(C(O1)(C)C)(C)C)=O (tert-butyl 3-(4,4,5,5-tetramethyl-1,3,2-dioxaborolan-2-yl)phenyl carbonate), C(O)([O-])=O.[Na+] (sodium hydrogen carbonate), tetrakis (triphenylphosphine)palladium(0). The yield is 87.3%. Yields the product C(C)(C)(C)OC(=O)OC=1C=C(C=CC1)C1=CC(=C(C(=O)OC(C)(C)C)C=C1)[N+](=O)[O-] (tert-butyl 4-(3-(tert-butoxycarbonyl)oxyphenyl)-2-nitrobenzoate). Reaction SMILES: C1(C)C=CC=CC=1.Br[C:9]1[CH:21]=[CH:20][C:12]([C:13]([O:15][C:16]([CH3:19])([CH3:18])[CH3:17])=[O:14])=[C:11]([N+:22]([O-:24])=[O:23])[CH:10]=1.[C:25](=[O:47])([O:31][C:32]1[CH:37]=[CH:36][CH:35]=[C:34](B2OC(C)(C)C(C)(C)O2)[CH:33]=1)[O:26][C:27]([CH3:30])([CH3:29])[CH3:28].C(=O)([O-])O.[Na+]>O.C(OCC)(=O)C.C(O)C>[C:27]([O:26][C:25]([O:31][C:32]1[CH:33]=[C:34]([C:9]2[CH:21]=[CH:20][C:12]([C:13]([O:15][C:16]([CH3:19])([CH3:18])[CH3:17])=[O:14])=[C:11]([N+:22]([O-:24])=[O:23])[CH:10]=2)[CH:35]=[CH:36][CH:37]=1)=[O:47])([CH3:30])([CH3:28])[CH3:29] |f:3.4|. Procedure details: To toluene 24 mL solution of tert-butyl 4-bromo-2-nitrobenzoate 3.0 g were added ethanol 9.0 mL, water 4.5 mL, tert-butyl 3-(4,4,5,5-tetramethyl-1,3,2-dioxaborolan-2-yl)phenyl carbonate 3.8 g, sodium hydrogen carbonate 2.1 g and tetrakis (triphenylphosphine)palladium(0) 0.57 g sequentially, and it was heated and refluxed under nitrogen atmosphere for 6 hours. After the reaction mixture was cooled to room temperature, ethyl acetate and water were added to it. After insoluble matter was filtrated,... The reactants are BrC=1C=CC(=NC1)C1(CC1)C#N (1-(5-bromo-pyridin-2-yl)-cyclopropanecarbonitrile), S(O)(O)(=O)=O (sulfuric acid), [OH-].[Na+] (NaOH). Reaction conditions: time 8 hour. Product: BrC=1C=CC(=NC1)C1(CC1)C(=O)N (1-(5-Bromo-pyridin-2-yl)-cyclopropanecarboxylic acid amide). RXN SMILES: [Br:1][C:2]1[CH:3]=[CH:4][C:5]([C:8]2([C:11]#[N:12])[CH2:10][CH2:9]2)=[N:6][CH:7]=1.S(=O)(=O)(O)[OH:14].[OH-].[Na+]>>[Br:1][C:2]1[CH:3]=[CH:4][C:5]([C:8]2([C:11]([NH2:12])=[O:14])[CH2:9][CH2:10]2)=[N:6][CH:7]=1 |f:2.3|. Reported procedure: A mixture of 1-(5-bromo-pyridin-2-yl)-cyclopropanecarbonitrile (0.18 g) and sulfuric acid (95%, 1.8 mL) was stirred at room temperature overnight. The solution was poured on crushed ice and the resulting solution was basified using 4 M aqueous NaOH solution. The solution was extracted with dichloromethane, the combined extracts were dried (Na2SO4), and the solvent was evaporated to give the title compound as a colorless solid. Yield: 0.20 g (quantitative); LC (method 2): tR=2.38 min; Mass spectr... Reactants: BrC=1C=C(C=CC1)C1=NC(=CC(=C1)C1=CC=C(C=C1)C(F)(F)F)C(F)(F)F (2-(3-bromo-phenyl)-6-trifluoromethyl-4-(4-trifluoromethyl-phenyl)-pyridine), S(N)(=O)(=O)C=1C=NC=C(C1)B(O)O (3-sulfamoyl-pyridine-5-boronic acid). The product is FC(C1=CC(=CC(=N1)C=1C=C(C=CC1)C=1C=C(C=NC1)S(=O)(=O)N)C1=CC=C(C=C1)C(F)(F)F)(F)F (5-{3-[6-Trifluoromethyl-4-(4-trifluoromethyl-phenyl)-pyridin-2-yl]-phenyl}-pyridine-3-sulfonic acid amide), solid. Yield: 15.0%. Reaction SMILES: Br[C:2]1[CH:3]=[C:4]([C:8]2[CH:13]=[C:12]([C:14]3[CH:19]=[CH:18][C:17]([C:20]([F:23])([F:22])[F:21])=[CH:16][CH:15]=3)[CH:11]=[C:10]([C:24]([F:27])([F:26])[F:25])[N:9]=2)[CH:5]=[CH:6][CH:7]=1.[S:28]([C:32]1[CH:33]=[N:34][CH:35]=[C:36](B(O)O)[CH:37]=1)(=[O:31])(=[O:30])[NH2:29]>>[F:25][C:24]([F:27])([F:26])[C:10]1[N:9]=[C:8]([C:4]2[CH:3]=[C:2]([C:36]3[CH:37]=[C:32]([S:28]([NH2:29])(=[O:31])=[O:30])[CH:33]=[N:34][CH:35]=3)[CH:7]=[CH:6][CH:5]=2)[CH:13]=[C:12]([C:14]2[CH:19]=[CH:18][C:17]([C:20]([F:23])([F:22])[F:21])=[CH:16][CH:15]=2)[CH:11]=1. Procedure: The title compound was prepared 2-(3-bromo-phenyl)-6-trifluoromethyl-4-(4-trifluoromethyl-phenyl)-pyridine (example E.81) (0.20 g, 0.448 mmol) and 3-sulfamoyl-pyridine-5-boronic acid (example F.3) (0.100 g, 0.488 mmol) according to the general procedure VI. Obtained as a white solid (0.035 g, 15%). MS (ISP) 522.2 [(M+H)+]; mp 240° C. Starting materials: O=C(Cl)CCl, C1COCCO1, Nc1c(Br)cc(S(N)(=O)=O)cc1S(N)(=O)=O. Product: NS(=O)(=O)c1cc(Br)c2c(c1)S(=O)(=O)NC(CCl)=N2. As a reaction SMILES: [Cl:17][CH2:18][C:19]([Cl:20])=[O:21].[O:22]1[CH2:23][CH2:24][O:25][CH2:26][CH2:27]1.[S:1]([NH2:2])(=[O:3])(=[O:4])[c:5]1[c:6]([NH2:7])[c:8]([Br:16])[cH:9][c:10]([S:12]([NH2:13])(=[O:14])=[O:15])[cH:11]1>>[S:1]1(=[O:3])(=[O:4])[NH:2][C:19]([CH2:18][Cl:17])=[N:7][c:6]2[c:5]1[cH:11][c:10]([S:12]([NH2:13])(=[O:14])=[O:15])[cH:9][c:8]2[Br:16].